This data is from the Open Reaction Database (ORD), a public repository of structured organic reaction records. The task is: describe an organic reaction: reactants, conditions, products, and yield Reactants: O=P(Cl)(Cl)Cl, NC(=O)CCc1ccncc1. Yields the product N#CCCc1ccncc1. Reaction SMILES: [P:12]([Cl:13])([Cl:14])([Cl:15])=[O:16].[n:1]1[cH:2][cH:3][c:4]([CH2:7][CH2:8][C:9](=[O:10])[NH2:11])[cH:5][cH:6]1>>[n:1]1[cH:2][cH:3][c:4]([CH2:7][CH2:8][C:9]#[N:11])[cH:5][cH:6]1. Starting materials: O=C1CCC(=O)N1Cl, ON=Cc1cccc(F)c1, CN(C)C=O. Product: ON=C(Cl)c1cccc(F)c1. As a reaction SMILES: [Cl:11][N:12]1[C:13](=[O:14])[CH2:15][CH2:16][C:17]1=[O:18].[F:1][c:2]1[cH:3][c:4]([CH:5]=[N:6][OH:7])[cH:8][cH:9][cH:10]1.[O:19]=[CH:20][N:21]([CH3:22])[CH3:23]>>[F:1][c:2]1[cH:3][c:4]([C:5](=[N:6][OH:7])[Cl:11])[cH:8][cH:9][cH:10]1. The reactants are C1(CCCCC1)C[C@H]1[C@H](CC(C(N1)=O)=C(C)C)O ((5S,6S)-6-Cyclohexylmethyl-3-isopropylidene-5-hydroxypiperidine-2-one), 4h. Procedure details: A solution of the product of Example 80e (24.7 g, 98.4 mmol) in 500 ml of ethyl acetate was treated with 2.5 g of dry Pd/C and hydrogenated at 4 atm for 4h at ambient temperature. The reaction mixture was filtered and concentrated to a white foamy solid which was taken on without further purification. mp 97°-99° C.; [α]D =-95.1° (c=1.075, CHCl3); IR (KBr, cm-1) 3605, 3400, 2925, 1642; 1H NMR (300 MHz, CDCl3) δ 6.3 (bs, 1H), 4.11 (m, J=4.5, 1H), 3.47 (m, 1H), 2.72 (bs, 1H), 2.5 (m, 1H), 2.3 (m, 1... The solvent is C(C)(=O)OCC (ethyl acetate). Reaction SMILES: [CH:1]1([CH2:7][C@@H:8]2[NH:13][C:12](=[O:14])[C:11](=[C:15]([CH3:17])[CH3:16])[CH2:10][C@@H:9]2[OH:18])[CH2:6][CH2:5][CH2:4][CH2:3]C1>C(OCC)(=O)C.[Pd]>[CH:7]1([C@@H:8]2[NH:13][C:12](=[O:14])[C@H:11]([CH:15]([CH3:16])[CH3:17])[CH2:10][C@@H:9]2[OH:18])[CH2:3][CH2:4][CH2:5][CH2:6][CH2:1]1. The reagents and catalysts are [Pd] (Pd/C). Yields the product C1(CCCCC1)[C@H]1[C@H](C[C@H](C(N1)=O)C(C)C)O ((3S,5S,6S)-6-Cyclohexyl-5-hydroxy-3-isopropyl-piperidin-2-one). The reactants are CN(C)C(OCC(C)(C)C)OCC(C)(C)C, CC#N, CC(=O)NCC1CN(c2ccc(-n3cnc(CO)c3)c(F)c2)C(=O)O1, S=c1nccc[nH]1. Yields the product CC(=O)NCC1CN(c2ccc(-n3cnc(CSc4ncccn4)c3)c(F)c2)C(=O)O1. As a reaction SMILES: [CH2:33]([O:34][CH:35]([O:36][CH2:37][C:38]([CH3:39])([CH3:40])[CH3:41])[N:42]([CH3:43])[CH3:44])[C:45]([CH3:46])([CH3:47])[CH3:48].[CH3:49][C:50]#[N:51].[F:1][c:2]1[cH:3][c:4]([N:15]2[C:16](=[O:25])[O:17][CH:18]([CH2:20][NH:21][C:22]([CH3:23])=[O:24])[CH2:19]2)[cH:5][cH:6][c:7]1-[n:8]1[cH:9][n:10][c:11]([CH2:13][OH:14])[cH:12]1.[nH:26]1[c:27](=[S:32])[n:28][cH:29][cH:30][cH:31]1>>[F:1][c:2]1[cH:3][c:4]([N:15]2[C:16](=[O:25])[O:17][CH:18]([CH2:20][NH:21][C:22]([CH3:23])=[O:24])[CH2:19]2)[cH:5][cH:6][c:7]1-[n:8]1[cH:9][n:10][c:11]([CH2:13][S:32][c:27]2[n:26][cH:31][cH:30][cH:29][n:28]2)[cH:12]1. Starting materials: O=C([O-])O, CCOC(C)=O, N#Cc1ncc([N+](=O)[O-])cc1Cl, [Na+], Cl[Sn](Cl)(Cl)Cl. Product: N#Cc1ncc(N)cc1Cl. As a reaction SMILES: [C:18](=[O:19])([OH:20])[O-:21].[CH3:23][CH2:24][O:25][C:26](=[O:27])[CH3:28].[Cl:6][c:7]1[c:8]([C:16]#[N:17])[n:9][cH:10][c:11]([N+:13]([O-:14])=[O:15])[cH:12]1.[Na+:22].[Sn:1]([Cl:2])([Cl:3])([Cl:4])[Cl:5]>>[Cl:6][c:7]1[c:8]([C:16]#[N:17])[n:9][cH:10][c:11]([NH2:13])[cH:12]1. Starting materials: CC(C)(C)[O-].[K+] (KOtBu), C(C)(=O)O (acetic acid), ice, C1(=CC=CC=C1)S(=O)(=O)C1CC2(C(N(CC2)C)=O)NC1C1=NC=CC(=C1C)Br (7-(benzenesulfonyl)-8-(4-bromo-3-methyl-2-pyridyl)-3-methyl-3,9-diazaspiro[4.4]nonan-4-one), CC(C)([O-])C.[K+] (potassium tert-butoxide). Solvent: C1CCOC1 (THF). Reaction conditions: time 1 hour. Yields the product BrC1=C(C(=NC=C1)C1=NC2(CC1)C(N(CC2)C)=O)C (2-(4-bromo-3-methyl-2-pyridyl)-7-methyl-1,7-diazaspiro[4.4]non-1-en-6-one). The yield is 58.0%. As a reaction SMILES: C1(S([CH:10]2[CH:20]([C:21]3[C:26]([CH3:27])=[C:25]([Br:28])[CH:24]=[CH:23][N:22]=3)[NH:19][C:12]3([CH2:16][CH2:15][N:14]([CH3:17])[C:13]3=[O:18])[CH2:11]2)(=O)=O)C=CC=CC=1.CC(C)([O-])C.[K+].C(O)(=O)C>C1COCC1>[Br:28][C:25]1[CH:24]=[CH:23][N:22]=[C:21]([C:20]2[CH2:10][CH2:11][C:12]3([CH2:16][CH2:15][N:14]([CH3:17])[C:13]3=[O:18])[N:19]=2)[C:26]=1[CH3:27] |f:1.2|. Reported procedure: To an ice cooled solution of 7-(benzenesulfonyl)-8-(4-bromo-3-methyl-2-pyridyl)-3-methyl-3,9-diazaspiro[4.4]nonan-4-one (which may be prepared as described in Description 8) (3500 mg, 7.54 mmol) in THF (5 mL) was added potassium tert-butoxide (1691 mg, 15.07 mmol) and the reaction was stirred for 1 hour. Additional KOtBu (1.7 g, 15.1 mmol) was added and the reaction was stirred at 00° C. for 1 hour, and allowed to warm to room temperature overnight. The reaction was quenched by addition of aceti... The reactants are C(C)(=O)C1=CC=CC=C1 (acetophenone), C(=O)OCC (ethyl formate), [Na].C(C1=CC=CC=C1)(=O)CC=O (benzoylacetaldehyde sodium salt), CNCCC(O)C1=CC=CC=C1 (3-methylamino-1-phenyl-1-propanol), [Na].C(C1=CC=CC=C1)(=O)CC=O (benzoylacetaldehyde sodium salt), Cl.CN (methylamine hydrochloride). The product is C1(=CC=CC=C1)C(C=CNC)=O (1-phenyl-3-methylamino-2-propen-1-one). Reaction SMILES: [CH3:1][NH:2][CH2:3][CH2:4][CH:5]([C:7]1[CH:12]=[CH:11][CH:10]=[CH:9][CH:8]=1)[OH:6].C(C1C=CC=CC=1)(=O)C.C(OCC)=O.[Na].C(CC=O)(=O)C1C=CC=CC=1.Cl.CN>>[C:7]1([C:5](=[O:6])[CH:4]=[CH:3][NH:2][CH3:1])[CH:12]=[CH:11][CH:10]=[CH:9][CH:8]=1 |f:3.4,5.6,^1:26|. Procedure: In certain embodiments, a 3-methylamino-1-phenyl-1-propanol compound prepared by the method comprising: a) claisen condensation of acetophenone with ethyl formate leading to benzoylacetaldehyde sodium salt; b) condensation of the crude benzoylacetaldehyde sodium salt with an methylamine hydrochloride producing 1-phenyl-3-methylamino-2-propen-1-one; and c) converting 1-phenyl-3-methylamino-2-propen-1-one into 3-methylamino-1-phenyl-1-propanol by reacting 1-phenyl-3-methylamino-2-propen-1-one with...